From a dataset of the Open Reaction Database (ORD), a public repository of structured organic reaction records. describe an organic reaction: reactants, conditions, products, and yield The reactants are compound 62, C(C)(=O)OC1CC[C@@H](S1)CO[Si](C1=CC=CC=C1)(C1=CC=CC=C1)C(C)(C)C (1-O-acetyl-5-O-(tert-butyldiphenylsilyl)-2,3-dideoxy-4-thio-L-ribofuranose), ClC1=NC(=C2NC=NC2=N1)Cl (2,6-dichloropurine). Yields the product [Si](C1=CC=CC=C1)(C1=CC=CC=C1)(C(C)(C)C)OC[C@H]1CC[C@H](S1)N1C2=NC(=NC(=C2N=C1)Cl)Cl (9-[5-O-(tert-Butyldiphenylsilyl)-2,3-dideoxy-4-thio-beta-L-ribofuranosyl]-2,6-dichloropurine), 2',3'-dideoxy-4'-thio-2-chloro-beta-L-adenosine. Yield: 60.0%. Reaction SMILES: C(O[CH:5]1[S:9][C@@H:8]([CH2:10][O:11][Si:12]([C:25]([CH3:28])([CH3:27])[CH3:26])([C:19]2[CH:24]=[CH:23][CH:22]=[CH:21][CH:20]=2)[C:13]2[CH:18]=[CH:17][CH:16]=[CH:15][CH:14]=2)[CH2:7][CH2:6]1)(=O)C.[Cl:29][C:30]1[N:38]=[C:37]2[C:33]([NH:34][CH:35]=[N:36]2)=[C:32]([Cl:39])[N:31]=1>>[Si:12]([O:11][CH2:10][C@@H:8]1[S:9][C@H:5]([N:36]2[CH:35]=[N:34][C:33]3[C:37]2=[N:38][C:30]([Cl:29])=[N:31][C:32]=3[Cl:39])[CH2:6][CH2:7]1)([C:25]([CH3:27])([CH3:26])[CH3:28])([C:13]1[CH:14]=[CH:15][CH:16]=[CH:17][CH:18]=1)[C:19]1[CH:20]=[CH:21][CH:22]=[CH:23][CH:24]=1. Reported procedure: 9-[5-O-(tert-Butyldiphenylsilyl)-2,3-dideoxy-4-thio-beta-L-ribofuranosyl]-2,6-dichloropurine (69) was synthesized from the acetate 57 and 2,6-dichloropurine by the similar methodology as described for the synthesis of compound 62 in an approximate 2:3 alpha/beta anomer ratio in 60% yield. The alpha and beta anomers were separated by silica gel column chromatography. Compound 69 was treated with saturated ammonia/methanol and then deprotected with 1M tetrabutylammonium fluoride in THF to provide ... Reactants: C(=O)(O)C=1OC2=C(C(C1)=O)C=CC(=C2)S (2-Carboxy-7-mercapto-4-oxo-4H-1-benzopyran), C(=O)(O)C=1OC2=C(C(C1)=O)C=CC(=C2CCC)S (2-carboxy-7-mercapto-8n-propyl-4-oxo-4H-1-benzopyran). Product: C(=O)(OC)C=1OC2=C(C(C1)=O)C=CC(=C2)S (2-Carbomethoxy-7-mercapto-4-oxo-4H-1-benzopyran). RXN SMILES: [C:1]([C:4]1[O:5][C:6]2[CH:14]=[C:13]([SH:15])[CH:12]=[CH:11][C:7]=2[C:8](=[O:10])[CH:9]=1)([OH:3])=[O:2].[C:16](C1OC2C(CCC)=C(S)C=CC=2C(=O)C=1)(O)=O>>[C:1]([C:4]1[O:5][C:6]2[CH:14]=[C:13]([SH:15])[CH:12]=[CH:11][C:7]=2[C:8](=[O:10])[CH:9]=1)([O:3][CH3:16])=[O:2]. Procedure: Following the procedure of Step 4 of Example 1 but substituting an equivalent amount of the acid from Step 3 above for 2-carboxy-7-mercapto-8n-propyl-4-oxo-4H-1-benzopyran, there was obtained the title compound, m.p. 147°-150°.